From a dataset of the Open Reaction Database (ORD), a public repository of structured organic reaction records. describe an organic reaction: reactants, conditions, products, and yield Reaction SMILES: [C:26]([O:27][BH-:28]([O:29][C:30](=[O:31])[CH3:32])[O:33][C:34](=[O:35])[CH3:36])(=[O:37])[CH3:38].[CH3:1][N:2]([C:3]([O:4][C:5]([CH3:6])([CH3:7])[CH3:8])=[O:9])[CH2:10][CH:11]=[O:12].[CH3:40][C:41](=[O:42])[OH:43].[N+:13](=[O:14])([O-:15])[c:16]1[cH:17][c:18]2[c:19]([cH:24][cH:25]1)[O:20][CH2:21][CH2:22][NH:23]2.[Na+:39]>>[CH3:1][N:2]([C:3]([O:4][C:5]([CH3:6])([CH3:7])[CH3:8])=[O:9])[CH2:10][CH2:11][N:23]1[c:18]2[cH:17][c:16]([N+:13](=[O:14])[O-:15])[cH:25][cH:24][c:19]2[O:20][CH2:21][CH2:22]1. Reactants: CC(=O)O[BH-](OC(C)=O)OC(C)=O, CN(CC=O)C(=O)OC(C)(C)C, CC(=O)O, O=[N+]([O-])c1ccc2c(c1)NCCO2, [Na+]. Product: CN(CCN1CCOc2ccc([N+](=O)[O-])cc21)C(=O)OC(C)(C)C. The reactants are aqueous solution, [OH-].[Na+] (NaOH), NC1=CC=CC=C1 (aniline), NC1=CC=CC=C1 (aniline), C(C1=CC=CC=C1)(=O)Cl (benzoyl chloride), Cl (HCl), C(C1=CC=CC=C1)(=O)Cl (Benzoyl chloride), [OH-].[Na+] (NaOH). Run in CC(=O)C (acetone), CC(=O)C (acetone), O (water). Reaction conditions: time 1.5 hour. Yields the product C1(=CC=CC=C1)NC(C1=CC=CC=C1)=O (N-phenylbenzamide). Reaction SMILES: [NH2:1][C:2]1[CH:7]=[CH:6][CH:5]=[CH:4][CH:3]=1.[C:8](Cl)(=[O:15])[C:9]1[CH:14]=[CH:13][CH:12]=[CH:11][CH:10]=1.[OH-].[Na+].Cl>O.CC(C)=O>[C:2]1([NH:1][C:8](=[O:15])[C:9]2[CH:14]=[CH:13][CH:12]=[CH:11][CH:10]=2)[CH:7]=[CH:6][CH:5]=[CH:4][CH:3]=1 |f:2.3|. Procedure details: N-phenylbenzamide (Structure II) is synthesized from aniline and benzoyl chloride using acetone as a reaction media and an aqueous solution of NaOH to neutralize the HCl generated. A 20 ml aqueous solution of NaOH (2.57 grams, 0.064 moles) and 6.0 grams (0.064 moles) of aniline are first added to a stirred 250 ml flask containing 75 ml of acetone. Benzoyl chloride (9.06 grams, 0.064 moles) is next added over a five minute period. This reaction mixture which now contains a white precipitate is st... Procedure details: This compound was prepared in a similar manner in 44% yield from 2-chloro-5-nitrobenzaldehyde and 2-methylbenzoselenazole, mp 201°-203° C., UV λmaxEtOH nm (ε) 208(31164), 225(31164), 331(34291); 1H-NMR δTMSCDCl3 (ppm) 8.61 (d, J=2.7 Hz, 1H), 8.20-7.26 (complex pattern, 8H); 13C-NMR δTMSCDCl3 (ppm) 169.2, 146.9, 140.2, 135.1, 131.7, 131.1, 130.1, 128.8, 128.5, 126.7, 126.1, 125.1, 124.8, 124.0, 121.9; IR νmaxKBr (cm-1) 1643.4, 1604.3, 1565.8, 1517.9, 1481.0, 1460.6, 1384.3, 1342.7, 1282.2, 1243.8... Isolated yield 44.0%. The reactants are ClC1=C(C=O)C=C(C=C1)[N+](=O)[O-] (2-chloro-5-nitrobenzaldehyde), CC=1[Se]C2=C(N1)C=CC=C2 (2-methylbenzoselenazole), ( ε ). Reaction SMILES: [Cl:1][C:2]1[CH:9]=[CH:8][C:7]([N+:10]([O-:12])=[O:11])=[CH:6][C:3]=1[CH:4]=O.[CH3:13][C:14]1[Se:15][C:16]2[CH:22]=[CH:21][CH:20]=[CH:19][C:17]=2[N:18]=1>>[Cl:1][C:2]1[CH:9]=[CH:8][C:7]([N+:10]([O-:12])=[O:11])=[CH:6][C:3]=1[CH:4]=[CH:13][C:14]1[Se:15][C:16]2[CH:22]=[CH:21][CH:20]=[CH:19][C:17]=2[N:18]=1. Product: ClC1=C(C=CC=2[Se]C3=C(N2)C=CC=C3)C=C(C=C1)[N+](=O)[O-] (2-(2'-Chloro-5'-nitrostyryl)benzoselenazole). The reactants are CC1(OC[C@H](O1)C(=O)Cl)C ((4S)-2,2-Dimethyl-1,3-dioxolane-4-carbonyl chloride), Cl.N1CC=C(CC1)C1=C(C=C(C=C1)N1C(O[C@H](C1)CN1N=CN=N1)=O)F ((5R)-3-(4-(1,2,5,6-tetrahydropyridin-4-yl)-3-fluoro-phenyl)-5-(tetrazol-2-ylmethyl)oxazolidin-2-one hydrochloride), N1=CC=CC=C1 (pyridine), ice water. The solvent is ClCCl (dichloromethane). Conditions: time 1 hour. The product is CC1(OC[C@H](O1)C(=O)N1CC=C(CC1)C1=C(C=C(C=C1)N1C(O[C@H](C1)CN1N=CN=N1)=O)F)C ((5R)-3-(4-(1-((4S)-2,2-Dimethyl-1,3-dioxolane-4-carbonyl)-1,2,5,6-tetrahydropyridin-4-yl)-3-fluorophenyl)-5-(tetrazol-2-ylmethyl)oxazolidin-2-one). Yield: 96.7%. Reaction SMILES: [CH3:1][C:2]1([CH3:10])[O:6][C@H:5]([C:7](Cl)=[O:8])[CH2:4][O:3]1.Cl.[NH:12]1[CH2:17][CH2:16][C:15]([C:18]2[CH:23]=[CH:22][C:21]([N:24]3[CH2:28][C@H:27]([CH2:29][N:30]4[N:34]=[N:33][CH:32]=[N:31]4)[O:26][C:25]3=[O:35])=[CH:20][C:19]=2[F:36])=[CH:14][CH2:13]1.N1C=CC=CC=1>ClCCl>[CH3:1][C:2]1([CH3:10])[O:6][C@H:5]([C:7]([N:12]2[CH2:17][CH2:16][C:15]([C:18]3[CH:23]=[CH:22][C:21]([N:24]4[CH2:28][C@H:27]([CH2:29][N:30]5[N:34]=[N:33][CH:32]=[N:31]5)[O:26][C:25]4=[O:35])=[CH:20][C:19]=3[F:36])=[CH:14][CH2:13]2)=[O:8])[CH2:4][O:3]1 |f:1.2|. Reported procedure: (4S)-2,2-Dimethyl-1,3-dioxolane-4-carbonyl chloride (350 mg, 2.10 mM) was added dropwise to a stirred suspension of (5R)-3-(4-(1,2,5,6-tetrahydropyridin-4-yl)-3-fluoro-phenyl)-5-(tetrazol-2-ylmethyl)oxazolidin-2-one hydrochloride (500 mg, 1.31 mM) and pyridine (0.52 g, 6.57 mM) in dichloromethane (20 ml) with ice/water cooling. The reaction was allowed to warm to room temperature and stirred 1 hour. The resulting solution was washed with water and saturated brine, dried (magnesium sulfate) and e... The reactants are ClC1=CC(=NC(=N1)N)NC(CC1=CC=CC=C1)(C)C (6-chloro-N4-(1,1-dimethyl-2-phenylethyl)-2,4-pyrimidinediamine), FC1=C(C#N)C=CC(=C1)B1OC(C(O1)(C)C)(C)C (2-fluoro-4-(4,4,5,5-tetramethyl-1,3,2-dioxaborolan-2-yl)benzonitrile), C(=O)([O-])[O-].[Na+].[Na+] (Na2CO3). Reagents/catalysts: C=1C=CC(=CC1)[P](C=2C=CC=CC2)(C=3C=CC=CC3)[Pd]([P](C=4C=CC=CC4)(C=5C=CC=CC5)C=6C=CC=CC6)([P](C=7C=CC=CC7)(C=8C=CC=CC8)C=9C=CC=CC9)[P](C=1C=CC=CC1)(C=1C=CC=CC1)C=1C=CC=CC1 (Pd(PPh3)4). Run in O1CCOCC1 (1,4-dioxane), O (water). Run at temperature 140 celsius. The product is NC1=NC(=CC(=N1)C1=CC(=C(C#N)C=C1)F)NC(CC1=CC=CC=C1)(C)C (4-{2-Amino-6-[(1,1-dimethyl-2-phenylethyl)amino]-4-pyrimidinyl}-2-fluorobenzonitrile). Yield: 47.6%. As a reaction SMILES: Cl[C:2]1[N:7]=[C:6]([NH2:8])[N:5]=[C:4]([NH:9][C:10]([CH3:19])([CH3:18])[CH2:11][C:12]2[CH:17]=[CH:16][CH:15]=[CH:14][CH:13]=2)[CH:3]=1.[F:20][C:21]1[CH:28]=[C:27](B2OC(C)(C)C(C)(C)O2)[CH:26]=[CH:25][C:22]=1[C:23]#[N:24].C([O-])([O-])=O.[Na+].[Na+]>O1CCOCC1.O.C1C=CC([P]([Pd]([P](C2C=CC=CC=2)(C2C=CC=CC=2)C2C=CC=CC=2)([P](C2C=CC=CC=2)(C2C=CC=CC=2)C2C=CC=CC=2)[P](C2C=CC=CC=2)(C2C=CC=CC=2)C2C=CC=CC=2)(C2C=CC=CC=2)C2C=CC=CC=2)=CC=1>[NH2:8][C:6]1[N:7]=[C:2]([C:27]2[CH:26]=[CH:25][C:22]([C:23]#[N:24])=[C:21]([F:20])[CH:28]=2)[CH:3]=[C:4]([NH:9][C:10]([CH3:19])([CH3:18])[CH2:11][C:12]2[CH:17]=[CH:16][CH:15]=[CH:14][CH:13]=2)[N:5]=1 |f:2.3.4,^1:54,56,75,94|. Procedure: A mixture of 6-chloro-N4-(1,1-dimethyl-2-phenylethyl)-2,4-pyrimidinediamine (338 mg, 1.22 mmol), 2-fluoro-4-(4,4,5,5-tetramethyl-1,3,2-dioxaborolan-2-yl)benzonitrile (452 mg, 1.83 mmol), Pd(PPh3)4 (139 mg, 0.12 mmol) and Na2CO3 (323 mg, 3.05 mmol) in 1,4-dioxane (6 mL) and water (2 mL) was stirred and heated at 140° C. for 30 min in a Biotage Initiator microwave synthesizer. The reaction mixture was cooled to room temperature and concentrated to dryness, and the resulting residue was partitioned...